From a dataset of the Open Reaction Database (ORD), a public repository of structured organic reaction records. describe an organic reaction: reactants, conditions, products, and yield Yields the product CC1=C2CCC3(N(C2=CC(=C1O)C)CC1=NC2=CC=CC=C2C=C1)CCC3 (5′,7′-dimethyl-1′-(quinolin-2-ylmethyl)-3′,4′-dihydro-1′H-spiro[cyclobutane-1,2′-quinolin]-6′-ol). As a reaction SMILES: C[O:2][C:3]1[C:4]([CH3:28])=[C:5]2[C:10](=[CH:11][C:12]=1[CH3:13])[N:9]([CH2:14][C:15]1[CH:24]=[CH:23][C:22]3[C:17](=[CH:18][CH:19]=[CH:20][CH:21]=3)[N:16]=1)[C:8]1([CH2:27][CH2:26][CH2:25]1)[CH2:7][CH2:6]2.B(Br)(Br)Br>C(Cl)Cl>[CH3:28][C:4]1[C:3]([OH:2])=[C:12]([CH3:13])[CH:11]=[C:10]2[C:5]=1[CH2:6][CH2:7][C:8]1([CH2:27][CH2:26][CH2:25]1)[N:9]2[CH2:14][C:15]1[CH:24]=[CH:23][C:22]2[C:17](=[CH:18][CH:19]=[CH:20][CH:21]=2)[N:16]=1. Reactants: COC=1C(=C2CCC3(N(C2=CC1C)CC1=NC2=CC=CC=C2C=C1)CCC3)C (6′-Methoxy-5′,7′-dimethyl-1′-(quinolin-2-ylmethyl)-3′,4′-dihydro-1′H-spiro[cyclobutane-1,2′-quinoline]), B(Br)(Br)Br (BBr3). Procedure: 6′-Methoxy-5′,7′-dimethyl-1′-(quinolin-2-ylmethyl)-3′,4′-dihydro-1′H-spiro[cyclobutane-1,2′-quinoline] (250 mg) was dissolved in CH2Cl2 (10 mL). At 0° C., 2.5 mL of BBr3 (2 mL, 1M solution in CH2Cl2) was added to the flask. The mixture was stirred at 0° C. for 20 minutes and then at room temperature for 30 minutes. After removing the solvent and BBr3, the reaction was quenched by adding into it water. The aqueous solution was then extracted with ethyl acetate (3×20 mL). The organic layer was com... The yield is 10.8%. The solvent is C(Cl)Cl (CH2Cl2). Conditions: temperature 0 celsius, time 20 minute.